This data is from the Open Reaction Database (ORD), a public repository of structured organic reaction records. The task is: describe an organic reaction: reactants, conditions, products, and yield The reactants are CCN(CC)CCNC(=O)c1c[nH]c(C=O)c1C, C1CCNCC1, COc1ccc(-c2cccc3c2CC(=O)N3)cc1, CCO. Yields the product CCN(CC)CCNC(=O)c1c[nH]c(C=C2C(=O)Nc3cccc(-c4ccc(OC)cc4)c32)c1C. As a reaction SMILES: [CH2:19]([CH3:20])[N:21]([CH2:22][CH2:23][NH:24][C:25](=[O:26])[c:27]1[cH:28][nH:29][c:30]([CH:33]=[O:34])[c:31]1[CH3:32])[CH2:35][CH3:36].[CH2:37]1[CH2:38][CH2:39][NH:40][CH2:41][CH2:42]1.[CH3:1][O:2][c:3]1[cH:4][cH:5][c:6](-[c:9]2[c:10]3[c:14]([cH:15][cH:16][cH:17]2)[NH:13][C:12](=[O:18])[CH2:11]3)[cH:7][cH:8]1.[CH3:43][CH2:44][OH:45]>>[CH3:1][O:2][c:3]1[cH:4][cH:5][c:6](-[c:9]2[c:10]3[c:14]([cH:15][cH:16][cH:17]2)[NH:13][C:12](=[O:18])[C:11]3=[CH:33][c:30]2[nH:29][cH:28][c:27]([C:25]([NH:24][CH2:23][CH2:22][N:21]([CH2:19][CH3:20])[CH2:35][CH3:36])=[O:26])[c:31]2[CH3:32])[cH:7][cH:8]1.